Dataset: the Open Reaction Database (ORD), a public repository of structured organic reaction records. Task: describe an organic reaction: reactants, conditions, products, and yield The reactants are Oc1cc(Br)cc(F)c1F, C=CC(=O)OCC, CCC#N, CCN(C(C)C)C(C)C, CC(=O)[O-], CC(=O)[O-], [Pd+2]. The product is CCOC(=O)C=Cc1cc(O)c(F)c(F)c1. As a reaction SMILES: [Br:1][c:2]1[cH:3][c:4]([F:10])[c:5]([F:9])[c:6]([OH:8])[cH:7]1.[C:11]([CH:12]=[CH2:13])(=[O:14])[O:15][CH2:16][CH3:17].[C:36](#[N:37])[CH2:38][CH3:39].[CH:18]([N:19]([CH:20]([CH3:21])[CH3:22])[CH2:23][CH3:24])([CH3:25])[CH3:26].[O-:28][C:29]([CH3:30])=[O:31].[O-:32][C:33]([CH3:34])=[O:35].[Pd+2:27]>>[c:2]1([CH:13]=[CH:12][C:11](=[O:14])[O:15][CH2:16][CH3:17])[cH:3][c:4]([F:10])[c:5]([F:9])[c:6]([OH:8])[cH:7]1.